This data is from the Open Reaction Database (ORD), a public repository of structured organic reaction records. The task is: describe an organic reaction: reactants, conditions, products, and yield The reactants are C([O-])(O)=O.[Na+] (sodium bicarbonate), ClCCOC1=C(C=C2C(=C(C=NC2=C1)C#N)Cl)OC (7-(2-chloro-ethoxy)-4-chloro-6-methoxy-quinoline-3-carbonitrile), NC1=CC=C2C=NNC2=C1 (6-aminoindazole), Cl.N1=CC=CC=C1 (pyridine hydrochloride). The solvent is COCCO (2-methoxyethanol), CC(=O)C.CCCCCC (acetone hexane). Reaction conditions: temperature 120 celsius, time 2 hour. The product is ClCCOC1=C(C=C2C(=C(C=NC2=C1)C#N)NC1=CC=C2C=NNC2=C1)OC (7-(2-Chloroethoxy)-4-(1H-indazol-6-ylamino)-6-methoxyquinoline-3-carbonitrile). Yield: 97.3%. As a reaction SMILES: [Cl:1][CH2:2][CH2:3][O:4][C:5]1[CH:14]=[C:13]2[C:8]([C:9](Cl)=[C:10]([C:15]#[N:16])[CH:11]=[N:12]2)=[CH:7][C:6]=1[O:18][CH3:19].[NH2:20][C:21]1[CH:29]=[C:28]2[C:24]([CH:25]=[N:26][NH:27]2)=[CH:23][CH:22]=1.Cl.N1C=CC=CC=1.C(=O)(O)[O-].[Na+]>CC(C)=O.CCCCCC.COCCO>[Cl:1][CH2:2][CH2:3][O:4][C:5]1[CH:14]=[C:13]2[C:8]([C:9]([NH:20][C:21]3[CH:29]=[C:28]4[C:24]([CH:25]=[N:26][NH:27]4)=[CH:23][CH:22]=3)=[C:10]([C:15]#[N:16])[CH:11]=[N:12]2)=[CH:7][C:6]=1[O:18][CH3:19] |f:2.3,4.5,6.7|. Procedure: A mixture of 0.50 g (1 equivalent) of 7-(2-chloro-ethoxy)-4-chloro-6-methoxy-quinoline-3-carbonitrile, 0.25 g (1.1 equivalents) of 6-aminoindazole, 0.22 g (1.1 equivalents) of pyridine hydrochloride and 15 ml of 2-methoxyethanol was heated in 120° C. oil bath for 2 hours. The reaction progress was monitored by thin layer chromatography (acetone/hexane 1:1). After 2 hours, the reaction mixture was cooled to room temperature; a total of 25 ml of 1M sodium bicarbonate was added and the reaction was... Reactants: C=1C=CC(=CC1)C2=NC(C(=O)NC3=C2C=C(C=C3)Cl)C(=O)[O-].O[K].[K+] (4306 CB), P(=O)([O-])(O)O.[K+] (monopotassium phosphate). Run in O (water). The product is ClC=1C=CC2=C(C(=NCC(N2)=O)C2=CC=CC=C2)C1 (7-Chloro-5-phenyl-2-oxo-2,3-dihydro-1H-benzo[f]-1,4-diazepine). The yield is 80.0%. As a reaction SMILES: [CH:1]1[CH:2]=[CH:3][C:4]([C:7]2[C:14]3[CH:15]=[C:16]([Cl:19])[CH:17]=[CH:18][C:13]=3[NH:12][C:10](=[O:11])[CH:9](C([O-])=O)[N:8]=2)=[CH:5][CH:6]=1.O[K].[K+].P(O)(O)([O-])=O.[K+]>O>[Cl:19][C:16]1[CH:17]=[CH:18][C:13]2[NH:12][C:10](=[O:11])[CH2:9][N:8]=[C:7]([C:4]3[CH:5]=[CH:6][CH:1]=[CH:2][CH:3]=3)[C:14]=2[CH:15]=1 |f:0.1.2,3.4|. Reported procedure: 2.1 g. (0.005 mole) of 4306 CB and 0.68 g. (0.005 mole) of monopotassium phosphate are dissolved at room temperature in 18 ml. of water. Solution proceeds rapidly and then colorless platelets slowly precipitate. The product is filtered by suction, washed first with chilled water and then with absolute alcohol. The product is dried at room temperature for 12 hours and then in a high vacuum. 1.8 g. of colorless crystals completely soluble in water are obtained. The aqueous solution has a substanti... The reactants are COC(C1=C(C=CC=C1)N)=O (2-amino-benzoic acid methyl ester), C=C1CC(O1)=O (4-methylene-oxetan-2-one), CCCCCC.C(C)(=O)OCC (hexane ethyl acetate). Reagents/catalysts: C(C)N(CC)CC (triethylamine). Solvent: C1(=CC=CC=C1)C (toluene), C1(=CC=CC=C1)C (toluene). Run at temperature 80 celsius, time 16 hour. Yields the product COC(C1=C(C=CC=C1)NC(CC(C)=O)=O)=O (2-(3-oxo-butanoylamino)-benzoic acid methyl ester). Isolated yield 77.8%. RXN SMILES: [CH3:1][O:2][C:3](=[O:11])[C:4]1[CH:9]=[CH:8][CH:7]=[CH:6][C:5]=1[NH2:10].[CH2:12]=[C:13]1[O:16][C:15](=[O:17])[CH2:14]1.CCCCCC.C(OCC)(=O)C>C1(C)C=CC=CC=1.C(N(CC)CC)C>[CH3:1][O:2][C:3](=[O:11])[C:4]1[CH:9]=[CH:8][CH:7]=[CH:6][C:5]=1[NH:10][C:15](=[O:17])[CH2:14][C:13](=[O:16])[CH3:12] |f:2.3|. Procedure details: A solution of 2-amino-benzoic acid methyl ester (1.51 g, 10 mmol) and triethylamine (97.2 mmol/ml, 0.0194 mL, 0.14 mmol, 0.014 eq) in toluene (4 mL) was heated to 60° C. and then a solution of 4-methylene-oxetan-2-one (0.84 g, 10 mmol) in toluene (2 ml) was added to the solution over 15 minutes. The reaction was heated at 80° C. for 6 hours and then at 50° C. for 16 hours. Progress of the reaction was monitored by TLC (silica gel, hexane-ethyl acetate (7:3 v/v)), analytical HPLC and LCMS and upo... The reactants are CC(=O)NC1C(OCc2ccccc2)OC(COCc2ccccc2)C(O)C1OCc1ccccc1, CS(=O)(=O)Cl, c1ccncc1. Yields the product CC(=O)NC1C(OCc2ccccc2)OC(COCc2ccccc2)C(OS(C)(=O)=O)C1OCc1ccccc1. Reaction SMILES: [CH2:1]([c:2]1[cH:3][cH:4][cH:5][cH:6][cH:7]1)[O:8][CH:9]1[CH:10]([NH:33][C:34]([CH3:35])=[O:36])[CH:11]([O:12][CH2:13][c:14]2[cH:15][cH:16][cH:17][cH:18][cH:19]2)[CH:20]([OH:21])[CH:22]([CH2:24][O:25][CH2:26][c:27]2[cH:28][cH:29][cH:30][cH:31][cH:32]2)[O:23]1.[S:37](=[O:38])(=[O:39])([CH3:40])[Cl:41].[cH:42]1[cH:43][cH:44][n:45][cH:46][cH:47]1>>[CH2:1]([c:2]1[cH:3][cH:4][cH:5][cH:6][cH:7]1)[O:8][CH:9]1[CH:10]([NH:33][C:34]([CH3:35])=[O:36])[CH:11]([O:12][CH2:13][c:14]2[cH:15][cH:16][cH:17][cH:18][cH:19]2)[CH:20]([O:21][S:37](=[O:38])(=[O:39])[CH3:40])[CH:22]([CH2:24][O:25][CH2:26][c:27]2[cH:28][cH:29][cH:30][cH:31][cH:32]2)[O:23]1. Reactants: C1(CCCC1)=O (cyclopentanone), C(C(=O)OCC)(=O)OCC (diethyl oxalate), CC(C)(C)[O-].[K+] (KOt-Bu), solution, Cl.NN (Hydrazine hydrochloride). The solvent is CCO (EtOH), C1CCOC1 (THF), O (H2O). Run at temperature 0 celsius, time 3.5 hour. Yields the product C(C)OC(=O)C1=NNC2=C1CCC2 (1,4,5,6-tetrahydro-cyclopentapyrazole-3-carboxylic acid ethyl ester). Yield: 70.0%. Reaction SMILES: [C:1]1(=O)[CH2:5][CH2:4][CH2:3][CH2:2]1.[C:7](OCC)(=O)[C:8]([O:10][CH2:11][CH3:12])=[O:9].CC([O-])(C)C.[K+].Cl.[NH2:24][NH2:25]>CCO.C1COCC1.O>[CH2:11]([O:10][C:8]([C:7]1[C:2]2[CH2:3][CH2:4][CH2:5][C:1]=2[NH:25][N:24]=1)=[O:9])[CH3:12] |f:2.3,4.5|. Reported procedure: To a solution of cyclopentanone (42.0 g, 0.50 mol) and diethyl oxalate (73.1 g, 0.50 mol) in EtOH (2.5 L) at rt under N2 was added a solution of KOt-Bu in THF (500 mL of a 1M solution, 0.50 mol) over 0.5 h via an addition funnel. The reaction was stirred for 3.5 h at which time the flask was cooled to 0° C. Hydrazine hydrochloride (37.6 g, 0.55 mol) in H2O (250 mL) was added via addition funnel over 0.5 h. The reaction was warmed to rt and stirred for 16 h. The volatiles were removed in vacuo an... Reactants: O (water), ClC1=C(C=C(C=C1[N+](=O)[O-])C(F)(F)F)[N+](=O)[O-] (4-chloro-3,5-dinitro-benzotrifluoride), [P] (phosphorus), vanadylacetyl acetonate VO(acac)2. The reagents and catalysts are [Pt] (Pt/C), O[PH2]=O (H3PO2). Run in C1(=CC=CC=C1)C (toluene). Reaction conditions: time 10 minute. Product: NC=1C=C(C=C(C1Cl)N)C(F)(F)F (3,5-diamino-4-chloro-benzotrifluoride). Yield: 95.7%. RXN SMILES: O.[P].[Cl:3][C:4]1[C:9]([N+:10]([O-])=O)=[CH:8][C:7]([C:13]([F:16])([F:15])[F:14])=[CH:6][C:5]=1[N+:17]([O-])=O>[Pt].O[PH2]=O.C1(C)C=CC=CC=1>[NH2:17][C:5]1[CH:6]=[C:7]([C:13]([F:16])([F:14])[F:15])[CH:8]=[C:9]([NH2:10])[C:4]=1[Cl:3]. Procedure details: 0.48 g of Pt/C catalyst (5%) and 1.5 g of water are placed in a beaker and mixed with 103 mg of aqueous H3PO2 solution (50% by weight, corresponding to 5% by weight phosphorus, based on the catalyst). The mixture is stirred for 10 minutes at room temperature, then 77 mg of vanadylacetyl acetonate VO(acac)2 are added and stirred for a further 5 minutes. 40 g of 4-chloro-3,5-dinitro-benzotrifluoride and 47 g of toluene are placed in an agitator autoclave, and the catalyst suspension is flushed in ... Yields the product O=C1N(C=2C=NC=C3NC(CN1C23)=O)CC(=O)OC (Methyl (2,4-dioxo-4,5-dihydro-3H-1,2a,5,7-tetraazaacenaphthylen-1(2H)-yl)acetate). RXN SMILES: Cl[C:2]1[C:7]2[N:8]([CH2:17][C:18]([O:20][CH3:21])=[O:19])[C:9](=[O:16])[N:10]([CH2:11][C:12](OC)=[O:13])[C:6]=2[C:5]([N+:22]([O-])=O)=[C:4](Cl)[N:3]=1>CO.[Pd]>[O:16]=[C:9]1[N:10]2[C:6]3[C:5]([NH:22][C:12](=[O:13])[CH2:11]2)=[CH:4][N:3]=[CH:2][C:7]=3[N:8]1[CH2:17][C:18]([O:20][CH3:21])=[O:19]. Procedure details: A mixture of dimethyl 2,2′-(4,6-dichloro-7-nitro-2-oxo-1H-imidazo[4,5-c]pyridine-1,3-diyl)diacetate (40 mg, 0.10 mmol) from Step E and 10% Pd/C (12 mg) in MeOH (2 mL) was stirred under an atmosphere of hydrogen (ca. 1 atm) for 6 h. The reaction mixture was filtered through a pad of Celite and concentrated in vacuo. The crude material was heated at 80° C. for 2 h in toluene (2 mL) and AcOH (2 mL) then concentrated to give the title compound. MS: m/z=263 (M+1). Reagents/catalysts: [Pd] (Pd/C). Solvent: CO (MeOH). Reaction conditions: temperature 80 celsius, time 6 hour. Starting materials: ClC1=NC(=C(C2=C1N(C(N2CC(=O)OC)=O)CC(=O)OC)[N+](=O)[O-])Cl (Dimethyl 2,2′-(4,6-dichloro-7-nitro-2-oxo-1H-imidazo[4,5-c]pyridine-1,3-diyl)diacetate). Reactants: ClC1=CC=C(C=C1)N1C(C(CC1)CN1CCN(CC1)CCOC)=O (1-(4-chlorophenyl)-3-(4-(2-methoxyethyl)piperazin-1-yl)methyl-2-pyrrolidinone), C([C@H](O)C1=CC=CC=C1)(=O)O ((R)-(-)-mandelic acid). Run in C(C)(=O)OCC (ethyl acetate), C(C)(=O)OCC (ethyl acetate). The product is C([C@H](O)C1=CC=CC=C1)(=O)O.ClC1=CC=C(C=C1)N1C([C@H](CC1)CN1CCN(CC1)CCOC)=O ((R)-1-(4-chlorophenyl)-3-(4-(2-methoxyethyl)piperazin-1-yl)methyl-2-pyrrolidinone (R)-(-)-mandelate). RXN SMILES: [Cl:1][C:2]1[CH:7]=[CH:6][C:5]([N:8]2[CH2:12][CH2:11][CH:10]([CH2:13][N:14]3[CH2:19][CH2:18][N:17]([CH2:20][CH2:21][O:22][CH3:23])[CH2:16][CH2:15]3)[C:9]2=[O:24])=[CH:4][CH:3]=1.[C:25]([OH:35])(=[O:34])[C@@H:26]([C:28]1[CH:33]=[CH:32][CH:31]=[CH:30][CH:29]=1)[OH:27]>C(OCC)(=O)C>[C:25]([OH:35])(=[O:34])[C@@H:26]([C:28]1[CH:33]=[CH:32][CH:31]=[CH:30][CH:29]=1)[OH:27].[Cl:1][C:2]1[CH:7]=[CH:6][C:5]([N:8]2[CH2:12][CH2:11][C@H:10]([CH2:13][N:14]3[CH2:15][CH2:16][N:17]([CH2:20][CH2:21][O:22][CH3:23])[CH2:18][CH2:19]3)[C:9]2=[O:24])=[CH:4][CH:3]=1 |f:3.4|. Procedure details: To a hot solution of 66.6 g of 1-(4-chlorophenyl)-3-(4-(2-methoxyethyl)piperazin-1-yl)methyl-2-pyrrolidinone in 350 mL of ethyl acetate was added a hot solution of (R)-(-)-mandelic acid in 120 mL of ethyl acetate. After cooling, the precipitated crystals were filtered, washed with ethyl acetate and dried in vacuo to give 36.4 g of the title compound. Reactants: CCOC(=S)CCCC#CCC#CCC#CCC#CCc1ccccc1, CCOC(C)=O, [K+], [Na+], [Na+], C1CCC(OC2CCCCO2)OC1, O=C(O)C(=O)O, O=P([O-])(O)O, O=P([O-])([O-])O. The product is OC(=S)CCCC#CCC#CCC#CCC#CCc1ccccc1. Reaction SMILES: [CH2:1]([CH3:2])[O:3][C:4]([CH2:5][CH2:6][CH2:7][C:8]#[C:9][CH2:10][C:11]#[C:12][CH2:13][C:14]#[C:15][CH2:16][C:17]#[C:18][CH2:19][c:20]1[cH:21][cH:22][cH:23][cH:24][cH:25]1)=[S:26].[CH3:59][CH2:60][O:61][C:62](=[O:63])[CH3:64].[K+:32].[Na+:38].[Na+:39].[O:40]1[CH2:41][CH2:42][CH2:43][CH2:44][CH:45]1[O:46][CH:47]1[CH2:48][CH2:49][CH2:50][CH2:51][O:52]1.[OH:53][C:54]([C:55](=[O:56])[OH:57])=[O:58].[P:27]([O-:28])([OH:29])([OH:30])=[O:31].[P:33]([O-:34])([O-:35])([OH:36])=[O:37]>>[OH:3][C:4]([CH2:5][CH2:6][CH2:7][C:8]#[C:9][CH2:10][C:11]#[C:12][CH2:13][C:14]#[C:15][CH2:16][C:17]#[C:18][CH2:19][c:20]1[cH:21][cH:22][cH:23][cH:24][cH:25]1)=[S:26].